Task: describe an organic reaction: reactants, conditions, products, and yield. Dataset: the Open Reaction Database (ORD), a public repository of structured organic reaction records Starting materials: Cl.FC=1C=C(CN2N=CC(=C2)C2=CN(C3=NC=C(C=C32)C3=CC=C(C=C3)C3CCNCC3)S(=O)(=O)C3=CC=C(C)C=C3)C=CC1 (3-(1-(3-fluorobenzyl)-1H-pyrazol-4-yl)-5-(4-(piperidin-4-yl)phenyl)-1-tosyl-1H-pyrrolo[2,3-b]pyridine hydrochloride), CN1CCN(CC1)C1=CC=C(C=C1)C=1C=C2C(=NC1)N(C=C2C=2C=NN(C2)CCC2=CC=CC=C2)S(=O)(=O)C2=CC=C(C)C=C2 (5-(4-(4-methylpiperazin-1-yl)phenyl)-3-(1-phenethyl-1H-pyrazol-4-yl)-1-tosyl-1H-pyrrolo[2,3-b]pyridine), [OH-].[Li+] (lithium hydroxide). The solvent is C1CCOC1.CO.O (THF methanol water). Product: CN1CCN(CC1)C1=CC=C(C=C1)C=1C=C2C(=NC1)NC=C2C=2C=NN(C2)CCC2=CC=CC=C2 (5-(4-(4-methylpiperazin-1-yl)phenyl)-3-(1-phenethyl-1H-pyrazol-4-yl)-1H-pyrrolo[2,3-b]pyridine). Yield: 44.6%. As a reaction SMILES: Cl.FC1C=C(C=CC=1)CN1C=C(C2C3C(=NC=C(C4C=CC(C5CCNCC5)=CC=4)C=3)N(S(C3C=CC(C)=CC=3)(=O)=O)C=2)C=N1.[CH3:46][N:47]1[CH2:52][CH2:51][N:50]([C:53]2[CH:58]=[CH:57][C:56]([C:59]3[CH:60]=[C:61]4[C:67]([C:68]5[CH:69]=[N:70][N:71]([CH2:73][CH2:74][C:75]6[CH:80]=[CH:79][CH:78]=[CH:77][CH:76]=6)[CH:72]=5)=[CH:66][N:65](S(C5C=CC(C)=CC=5)(=O)=O)[C:62]4=[N:63][CH:64]=3)=[CH:55][CH:54]=2)[CH2:49][CH2:48]1.[OH-].[Li+]>C1COCC1.CO.O>[CH3:46][N:47]1[CH2:48][CH2:49][N:50]([C:53]2[CH:54]=[CH:55][C:56]([C:59]3[CH:60]=[C:61]4[C:67]([C:68]5[CH:69]=[N:70][N:71]([CH2:73][CH2:74][C:75]6[CH:80]=[CH:79][CH:78]=[CH:77][CH:76]=6)[CH:72]=5)=[CH:66][NH:65][C:62]4=[N:63][CH:64]=3)=[CH:57][CH:58]=2)[CH2:51][CH2:52]1 |f:0.1,3.4,5.6.7|. Procedure details: Using similar reaction conditions as described in step-iii of example-1, 5-(4-(4-methylpiperazin-1-yl)phenyl)-3-(1-phenethyl-1H-pyrazol-4-yl)-1-tosyl-1H-pyrrolo[2,3-b]pyridine (60 mg, 0.097 mmol) was hydrolyzed by lithium hydroxide (12 mg, 0.291 mmol) in THF/methanol/water (1/1/1 ml) to afford 20 mg (45.0% yield) of the titled compound. 1H NMR (CD3OD, 400 MHz): δ 8.24 (s, 1H), 7.88 (s, 1H), 7.78 (s, 1H), 7.67-7.65 (d, 2H), 7.61 (s, 1H), 7.28-7.15 (m, 6H), 4.49-4.45 (t, 2H), 4.00-3.97 (d, 2H), 3.... The reactants are O=C(Cl)CC1CCCCC1, [H-], [Na+], CN(C)C=O, O, O=c1cc(O)c2cccnc2n1-c1ccccc1. Yields the product O=C(CC1CCCCC1)Oc1cc(=O)n(-c2ccccc2)c2ncccc12. As a reaction SMILES: [CH:21]1([CH2:27][C:28](=[O:29])[Cl:30])[CH2:22][CH2:23][CH2:24][CH2:25][CH2:26]1.[H-:19].[Na+:20].[O:32]=[CH:33][N:34]([CH3:35])[CH3:36].[OH2:31].[OH:1][c:2]1[cH:3][c:4](=[O:18])[n:5](-[c:12]2[cH:13][cH:14][cH:15][cH:16][cH:17]2)[c:6]2[n:7][cH:8][cH:9][cH:10][c:11]12>>[O:1]([c:2]1[cH:3][c:4](=[O:18])[n:5](-[c:12]2[cH:13][cH:14][cH:15][cH:16][cH:17]2)[c:6]2[n:7][cH:8][cH:9][cH:10][c:11]12)[C:28]([CH2:27][CH:21]1[CH2:22][CH2:23][CH2:24][CH2:25][CH2:26]1)=[O:29]. Starting materials: FC(C=1C=CC(=C(C(=O)C2=CC=CC=C2)C1)N1C(=NN=C1CN1C(C=2C(C1=O)=CC=CC2)=O)Br)(F)F (5-trifluoromethyl-2-(3-bromo-5-phthalimidomethyl-4H-1,2,4-triazol-4-yl)benzophenone), NN (hydrazine). Yields the product BrC1=NN=C2N1C1=C(C(=NC2)C2=CC=CC=C2)C=C(C=C1)C(F)(F)F (1-Bromo-8-trifluoromethyl-6-phenyl-4H-s-triazolo[4,3-a][1,4]benzodiazepine). RXN SMILES: [F:1][C:2]([F:36])([F:35])[C:3]1[CH:4]=[CH:5][C:6]([N:17]2[C:21]([CH2:22][N:23]3C(=O)C4=CC=CC=C4C3=O)=[N:20][N:19]=[C:18]2[Br:34])=[C:7]([CH:16]=1)[C:8]([C:10]1[CH:15]=[CH:14][CH:13]=[CH:12][CH:11]=1)=O.NN>>[Br:34][C:18]1[N:17]2[C:6]3[CH:5]=[CH:4][C:3]([C:2]([F:35])([F:1])[F:36])=[CH:16][C:7]=3[C:8]([C:10]3[CH:15]=[CH:14][CH:13]=[CH:12][CH:11]=3)=[N:23][CH2:22][C:21]2=[N:20][N:19]=1. Reported procedure: The 5-trifluoromethyl-2-(3-bromo-5-phthalimidomethyl-4H-1,2,4-triazol-4-yl)benzophenone is reacted with hydrazine to form the titled product. Reactants: O=C1CCC(=O)N1Br, ClC(Cl)(Cl)Cl, CCCCCc1nc(-c2ccccc2)c(C)o1, CC(C)(C#N)N=NC(C)(C)C#N. Product: CCCCCc1nc(-c2ccccc2)c(CBr)o1. RXN SMILES: [Br:18][N:19]1[C:20](=[O:21])[CH2:22][CH2:23][C:24]1=[O:25].[C:38]([Cl:39])([Cl:40])([Cl:41])[Cl:42].[CH3:1][c:2]1[c:3](-[c:12]2[cH:13][cH:14][cH:15][cH:16][cH:17]2)[n:4][c:5]([CH2:7][CH2:8][CH2:9][CH2:10][CH3:11])[o:6]1.[N:26]#[C:27][C:28]([N:29]=[N:30][C:31]([C:32]#[N:33])([CH3:34])[CH3:35])([CH3:36])[CH3:37]>>[CH2:1]([c:2]1[c:3](-[c:12]2[cH:13][cH:14][cH:15][cH:16][cH:17]2)[n:4][c:5]([CH2:7][CH2:8][CH2:9][CH2:10][CH3:11])[o:6]1)[Br:18]. The reactants are BrC1=CC=C(C=O)C=C1 (4-bromobenzaldehyde), CC (ethane), BrBr (bromine). Yields the product C(#CC)C1=CC=C(C=C1)Br (1-(1-propynyl)-4-bromo-benzene). As a reaction SMILES: [Br:1][C:2]1[CH:9]=[CH:8][C:5]([CH:6]=O)=[CH:4][CH:3]=1.[CH3:10][CH3:11].BrBr>>[C:6]([C:5]1[CH:8]=[CH:9][C:2]([Br:1])=[CH:3][CH:4]=1)#[C:10][CH3:11]. Procedure details: A solution of 1 g of 1-(1-propynyl)-4-bromo-benzene (produced from 4-bromobenzaldehyde by Wittig reaction, bromination of the resulting ethane and bromine elimination analogously to Example 1e) is reacted with 700 mg of tetrakis(triphenylphosphine)palladium (0) and 1.53 g of 4-(4-pentylphenyl)-2,3-difluoro-benzeneboric acid as described under a). Chromatography on silica gel with 3% ethyl acetate in petroleum ether and fractional crystallization from ethyl acetate gives 0.84 g of 1-(4-pentylphen...